Dataset: the Open Reaction Database (ORD), a public repository of structured organic reaction records. Task: describe an organic reaction: reactants, conditions, products, and yield The yield is 100.0%. Run in C(Cl)(Cl)(Cl)Cl (carbon tetrachloride). Reported procedure: A solution of 15 g (0.134 mol) of 2-methyl-1-cyclohexanone (7) and 23.84 g (0.134 mol) of N-bromosuccinimide in 150 mL of carbon tetrachloride was stirred and heated to reflux for 12 h under argon. The mixture was cooled to room temperature, filtered through Celite to remove succinimide and the filter cake was washed with 150 mL of ether. The filtrate was concentrated to give 25.6 g (100% yield) of 2-bromo-2-methyl-1-cyclohexanone. 1H NMR δ 3.21 (td, J=16 Hz, 8 Hz, 1 H, CH--CO), 2.36 (m, 2 H), 2... Starting materials: CC1C(CCCC1)=O (2-methylcyclohexanone), BrN1C(CCC1=O)=O (N-bromosuccinimide). RXN SMILES: [CH3:1][CH:2]1[CH2:7][CH2:6][CH2:5][CH2:4][C:3]1=[O:8].[Br:9]N1C(=O)CCC1=O>C(Cl)(Cl)(Cl)Cl>[Br:9][C:2]1([CH3:1])[CH2:7][CH2:6][CH2:5][CH2:4][C:3]1=[O:8]. The product is BrC1(C(CCCC1)=O)C (2-bromo-2-methyl-1-cyclohexanone). The reactants are C(C)(C)=C1CC2(CC1)C(C=C(CC2C)OC(C)C)=O (2-Isopropylidene-8-isopropoxy-10-methylspiro[4.5]dec-7-en-6-one), Cl (hydrochloric acid), [Mg] (magnesium), C(C)Br (ethyl bromide). The solvent is CCOCC (ether), CCOCC (ether). Reaction conditions: time 1 hour. The product is C(C)(C)=C1CC2(CC1)C(=CC(CC2C)=O)CC (2-isopropylidene-6-ethyl-10-methylspiro[4.5]dec-6-en-8-one). RXN SMILES: [Mg].[CH2:2](Br)[CH3:3].[C:5](=[C:8]1[CH2:12][CH2:11][C:10]2([CH:17]([CH3:18])[CH2:16][C:15]([O:19]C(C)C)=[CH:14][C:13]2=O)[CH2:9]1)([CH3:7])[CH3:6].Cl>CCOCC>[C:5](=[C:8]1[CH2:12][CH2:11][C:10]2([CH:17]([CH3:18])[CH2:16][C:15](=[O:19])[CH:14]=[C:13]2[CH2:2][CH3:3])[CH2:9]1)([CH3:7])[CH3:6]. Reported procedure: A Grignard solution was prepared from magnesium (1.17 g, 0.048 g-atom) and ethyl bromide (5.2 g, 0.048 mol) in anhydrous ether (50 mL) under nitrogen. 2-Isopropylidene-8-isopropoxy-10-methylspiro[4.5]dec-7-en-6-one (4 g, 0.015 mol), prepared according to Example 2, in anhydrous ether (20 mL) was added dropwise at room temperature and the mixture then heated at reflux for 4 hours. The solution was cautiously added to 2 N hydrochloric acid (200 mL) and stirred for 1 hour at room temperature. The m... The reactants are CCOC(=O)CBr, CCOc1cc(C(C)(C)C)ncc1C1=NC(C)(c2ccc(Cl)cc2)C(C)(c2ccc(Cl)cc2)N1C(=O)N1CCC(N)CC1. Yields the product CCOC(=O)CNC1CCN(C(=O)N2C(c3cnc(C(C)(C)C)cc3OCC)=NC(C)(c3ccc(Cl)cc3)C2(C)c2ccc(Cl)cc2)CC1. RXN SMILES: [Br:44][CH2:45][C:46](=[O:47])[O:48][CH2:49][CH3:50].[NH2:1][CH:2]1[CH2:3][CH2:4][N:5]([C:8](=[O:9])[N:10]2[C:11]([c:31]3[cH:32][n:33][c:34]([C:40]([CH3:41])([CH3:42])[CH3:43])[cH:35][c:36]3[O:37][CH2:38][CH3:39])=[N:12][C:13]([CH3:23])([c:24]3[cH:25][cH:26][c:27]([Cl:30])[cH:28][cH:29]3)[C:14]2([CH3:15])[c:16]2[cH:17][cH:18][c:19]([Cl:22])[cH:20][cH:21]2)[CH2:6][CH2:7]1>>[NH:1]([CH:2]1[CH2:3][CH2:4][N:5]([C:8](=[O:9])[N:10]2[C:11]([c:31]3[cH:32][n:33][c:34]([C:40]([CH3:41])([CH3:42])[CH3:43])[cH:35][c:36]3[O:37][CH2:38][CH3:39])=[N:12][C:13]([CH3:23])([c:24]3[cH:25][cH:26][c:27]([Cl:30])[cH:28][cH:29]3)[C:14]2([CH3:15])[c:16]2[cH:17][cH:18][c:19]([Cl:22])[cH:20][cH:21]2)[CH2:6][CH2:7]1)[CH2:45][C:46](=[O:47])[O:48][CH2:49][CH3:50]. Reactants: FC(C1=CC=C(C=C1)C1=CC=C(S1)C(C)=O)(F)F (1-(5-(4-(trifluoromethyl)phenyl)thien-2-yl)ethanone), BrC=1C=C(C=O)C=CC1O (3-bromo-4-hydroxybenzaldehyde). The product is BrC=1C=C(C=CC1O)C=CC(=O)C=1SC(=CC1)C1=CC=C(C=C1)C(F)(F)F (3-(3-Bromo-4-hydroxyphenyl)-1-(5-(4-(trifluoromethyl)phenyl)thien-2-yl)prop-2-en-1-one). RXN SMILES: [F:1][C:2]([F:18])([F:17])[C:3]1[CH:8]=[CH:7][C:6]([C:9]2[S:13][C:12]([C:14](=[O:16])[CH3:15])=[CH:11][CH:10]=2)=[CH:5][CH:4]=1.[Br:19][C:20]1[CH:21]=[C:22]([CH:25]=[CH:26][C:27]=1[OH:28])[CH:23]=O>>[Br:19][C:20]1[CH:21]=[C:22]([CH:23]=[CH:15][C:14]([C:12]2[S:13][C:9]([C:6]3[CH:5]=[CH:4][C:3]([C:2]([F:17])([F:1])[F:18])=[CH:8][CH:7]=3)=[CH:10][CH:11]=2)=[O:16])[CH:25]=[CH:26][C:27]=1[OH:28]. Procedure details: 3-(3-Bromo-4-hydroxyphenyl)-1-(5-(4-(trifluoromethyl)phenyl)thien-2-yl)prop-2-en-1-one is prepared from 1-(5-(4-(trifluoromethyl)phenyl)thien-2-yl)ethanone and 3-bromo-4-hydroxybenzaldehyde according to general procedure B. The evaporation residue is crystallized from ethanol. The reactants are C(C(C)C)N(NC(CCC(C)C)=O)C(C(C)NC(=O)N)=O (2′-isobutyl-4-methyl-2′-(2(RS)-ureidopropionyl)valerohydrazide), O.C1(=CC=C(C=C1)S(=O)(=O)O)C (p-toluenesulphonic acid monohydrate). Run in CO (methanol). Conditions: time 2 hour. Yields the product ONC(=O)[C@@H](C\C=C\C1=CC=CC=C1)[C@H](C(=O)NN(C(C(C)NC(=O)N)=O)CC(C)C)CC(C)C ((E)-2(R)-[1(S)-(hydroxycarbamoyl)-4-phenyl-3-butenyl]-2′-isobutyl-4-methyl-2′-(2(RS)-ureidopropionyl)valerohydrazide). Reaction SMILES: [CH2:1]([N:5]([C:14](=[O:21])[CH:15]([NH:17][C:18]([NH2:20])=[O:19])[CH3:16])[NH:6][C:7](=[O:13])[CH2:8][CH2:9][CH:10]([CH3:12])[CH3:11])[CH:2]([CH3:4])[CH3:3].[OH2:22].[C:23]1([CH3:33])[CH:28]=[CH:27][C:26](S(O)(=O)=O)=[CH:25][CH:24]=1>CO>[OH:22][NH:6][C:7]([C@H:8]([C@@H:8]([CH2:9][CH:10]([CH3:12])[CH3:11])[C:7]([NH:6][N:5]([CH2:1][CH:2]([CH3:3])[CH3:4])[C:14](=[O:21])[CH:15]([NH:17][C:18]([NH2:20])=[O:19])[CH3:16])=[O:13])[CH2:9]/[CH:10]=[CH:33]/[C:23]1[CH:28]=[CH:27][CH:26]=[CH:25][CH:24]=1)=[O:13] |f:1.2|. Reported procedure: A solution of 0.232 g of (E)-2(R)-[1(S)-(tetrahydro-2(RS)-pyranyloxy)carbamoyl]-4-phenyl-3-butenyl]-2′-isobutyl-4-methyl-2′-(2(RS)-ureidopropionyl)valerohydrazide in 5 ml of methanol was treated with 0.03 g of p-toluenesulphonic acid monohydrate. The mixture was stirred for 2 hours at room temperature and evaporated. The residue was triturated with diethyl ether, filtered off and dried to give 0.168 g of (E)-2(R)-[1(S)-(hydroxycarbamoyl)-4-phenyl-3-butenyl]-2′-isobutyl-4-methyl-2′-(2(RS)-ureidop... The reactants are C12C=CC(CC1)C2 (norbornene), C=CCCCC (1-hexene). As a reaction SMILES: [CH2:1]=[CH:2][CH2:3][CH2:4][CH2:5][CH3:6].[CH:7]12C[CH:10]([CH2:11][CH2:12]1)[CH:9]=[CH:8]2>Cl[Ru](=CC1C=CC=CC=1)([P](C1CCCCC1)(C1CCCCC1)C1CCCCC1)([P](C1CCCCC1)(C1CCCCC1)C1CCCCC1)Cl.C1(C)C=CC=CC=1>[CH3:1][CH2:2][CH:3]=[CH:4][CH2:5][CH2:6][CH2:11][CH2:12][CH2:7][CH2:8][CH2:9][CH3:10] |^1:22,41|. Run at time 20 hour. The reagents and catalysts are Cl[Ru](Cl)([P](C1CCCCC1)(C2CCCCC2)C3CCCCC3)([P](C4CCCCC4)(C5CCCCC5)C6CCCCC6)=CC7=CC=CC=C7 (Grubbs I). Product: CCC=CCCCCCCCC (3-Dodecene). Reported procedure: Under a nitrogen atmosphere, an anhydrous toluene solution (2 ml) containing 1-hexene (75 μl: 6.0 mol %) and a Grubbs I catalyst (4.1 mg: 0.05 mol %) was added to an anhydrous toluene solution (23 ml) containing the norbornene monomer J (1.60 g: 10.0 mmol), and stirred at room temperature for 20 hours. However, the reaction system was heterogeneous, and a polymer was precipitated. The obtained polymer (pO) was insoluble to chloroform, THF, and the like. The solvent is C1(=CC=CC=C1)C (toluene), C1(=CC=CC=C1)C (toluene). Reactants: CC(C)(C)c1ccc(CBr)cc1, Cc1csc(CCNC(=O)C(F)(F)F)n1, [H-], [Na+], CN(C)C=O, O. Product: Cc1csc(CCN(Cc2ccc(C(C)(C)C)cc2)C(=O)C(F)(F)F)n1. RXN SMILES: [C:18]([CH3:19])([CH3:20])([CH3:21])[c:22]1[cH:23][cH:24][c:25]([CH2:26][Br:27])[cH:28][cH:29]1.[F:1][C:2]([C:3](=[O:4])[NH:5][CH2:6][CH2:7][c:8]1[s:9][cH:10][c:11]([CH3:13])[n:12]1)([F:14])[F:15].[H-:16].[Na+:17].[O:31]=[CH:32][N:33]([CH3:34])[CH3:35].[OH2:30]>>[F:1][C:2]([C:3](=[O:4])[N:5]([CH2:6][CH2:7][c:8]1[s:9][cH:10][c:11]([CH3:13])[n:12]1)[CH2:26][c:25]1[cH:24][cH:23][c:22]([C:18]([CH3:19])([CH3:20])[CH3:21])[cH:29][cH:28]1)([F:14])[F:15]. The reactants are C(C#C)C=1C=CC(=C(C=O)C1)OC (5-(2-Propynyl)-2-methoxybenzaldehyde), N[C@@H]1[C@@H](N(CCC1)C(=O)OC(C)(C)C)C1=CC=CC=C1 ((2S,3S)-3-Amino-1-tert-butoxycarbonyl-2-phenylpiperidine), C(C)(C)(C)OC(=O)N1[C@H]([C@H](CCC1)NCC1=C(C=CC(=C1)C(C)C#N)OC)C1=CC=CC=C1 ((2S,3S)-1-tert-Butoxycarbonyl-3-(5-(1-cyanoethyl)-2-methoxybenzyl)amino-2-phenylpiperidine). Product: C(C)(C)(C)OC(=O)N1[C@H]([C@H](CCC1)NCC1=C(C=CC(=C1)CC#C)OC)C1=CC=CC=C1 ((2S,3S)-1-tert-Butoxycarbonyl-3-[5-(2-propynyl)-2-methoxybenzyl]amino-2-phenylpiperidine). Reaction SMILES: [CH2:1]([C:4]1[CH:5]=[CH:6][C:7]([O:12][CH3:13])=[C:8]([CH:11]=1)[CH:9]=O)[C:2]#[CH:3].[NH2:14][C@H:15]1[CH2:20][CH2:19][CH2:18][N:17]([C:21]([O:23][C:24]([CH3:27])([CH3:26])[CH3:25])=[O:22])[C@H:16]1[C:28]1[CH:33]=[CH:32][CH:31]=[CH:30][CH:29]=1.C(OC(N1CCC[C@H](NCC2C=C(C(C#N)C)C=CC=2OC)[C@@H]1C1C=CC=CC=1)=O)(C)(C)C>>[C:24]([O:23][C:21]([N:17]1[CH2:18][CH2:19][CH2:20][C@H:15]([NH:14][CH2:9][C:8]2[CH:11]=[C:4]([CH2:1][C:2]#[CH:3])[CH:5]=[CH:6][C:7]=2[O:12][CH3:13])[C@@H:16]1[C:28]1[CH:33]=[CH:32][CH:31]=[CH:30][CH:29]=1)=[O:22])([CH3:27])([CH3:25])[CH3:26]. Procedure: This compound was prepared from Compound 77 and Compound 17 in the same manner of Compound 18. Reagents/catalysts: [Pd] (Pd/C). Procedure details: This reaction was carried out according to the procedure described in J. Chem. Res. (M) (1992) 3128. To a suspension of 520 mg of 10% Pd/C (50% moisture) in 20 mL of water was added a solution of sodium borohydride (0.834 g, 0.0221 mol) in 20 mL of water. Some gas evolution resulted. 4-Azidomethyl-2,6-difluorobenzonitrile (1.26 g, 6.49 mmol; see step (v) above) was dissolved in 50 mL of THF and added to the aqueous mixture on an ice bath over 15 min. The mixture was stirred for 4 h, whereafter 2... Run in O (water), C1CCOC1 (THF), O (water). As a reaction SMILES: [BH4-].[Na+].[N:3]([CH2:6][C:7]1[CH:14]=[C:13]([F:15])[C:10]([C:11]#[N:12])=[C:9]([F:16])[CH:8]=1)=[N+]=[N-].Cl>O.C1COCC1.[Pd]>[NH2:3][CH2:6][C:7]1[CH:8]=[C:9]([F:16])[C:10]([C:11]#[N:12])=[C:13]([F:15])[CH:14]=1 |f:0.1|. Starting materials: [BH4-].[Na+] (sodium borohydride), N(=[N+]=[N-])CC1=CC(=C(C#N)C(=C1)F)F (4-Azidomethyl-2,6-difluorobenzonitrile), ( M ), Cl (HCl). Yields the product NCC1=CC(=C(C#N)C(=C1)F)F (4-Aminomethyl-2,6-difluorobenzonitrile).